Dataset: the Open Reaction Database (ORD), a public repository of structured organic reaction records. Task: describe an organic reaction: reactants, conditions, products, and yield Reactants: C(C)(C)(C)OC(=O)N1CCC=2C(=NNC2CC1)C1=CC=C(C=C1)Cl (3-(4-chloro-phenyl)-4,5,7,8-tetrahydro-1H-1,2,6-triaza-azulene-6-carboxylic acid tert-butyl ester), COC=1C=C(CCl)C=CC1 (3-methoxy-benzyl chloride). The product is ClC1=CC=C(C=C1)C1=NN(C=2CCNCCC12)CC1=CC(=CC=C1)OC (3-(4-Chloro-phenyl)-1-(3-methoxy-benzyl)-1,4,5,6,7,8-hexahydro-1,2,6-triaza-azulene). The yield is 25.8%. Reaction SMILES: C(OC([N:8]1[CH2:17][CH2:16][C:15]2[NH:14][N:13]=[C:12]([C:18]3[CH:23]=[CH:22][C:21]([Cl:24])=[CH:20][CH:19]=3)[C:11]=2[CH2:10][CH2:9]1)=O)(C)(C)C.[CH3:25][O:26][C:27]1[CH:28]=[C:29]([CH:32]=[CH:33][CH:34]=1)[CH2:30]Cl>>[Cl:24][C:21]1[CH:20]=[CH:19][C:18]([C:12]2[C:11]3[CH2:10][CH2:9][NH:8][CH2:17][CH2:16][C:15]=3[N:14]([CH2:30][C:29]3[CH:32]=[CH:33][CH:34]=[C:27]([O:26][CH3:25])[CH:28]=3)[N:13]=2)=[CH:23][CH:22]=1. Reported procedure: The title compound (0.095 g) was prepared from 3-(4-chloro-phenyl)-4,5,7,8-tetrahydro-1H-1,2,6-triaza-azulene-6-carboxylic acid tert-butyl ester (Example 103, Step B; 1 mmol) using 3-methoxy-benzyl chloride (1.5 mmol) in place of 2-chloromethyl-thiophene. MS (ESI): exact mass calculated for C21H22ClN3O, 367.15. found, m/z 368.1 [M+H]+. 1H NMR (500 MHz, CD3OD): 7.60 (d, J=8.5 Hz, 2H), 7.56 (d, J=8.5 Hz, 2H), 7.32 (d, J=7.9 Hz, 1H), 6.92 (dd, J=8.2, 2.1 Hz, 1H), 6.84 (s, 1H), 6.80 (d, J=8.2 Hz, 1H... Reactants: NC1=C2C(=NC=N1)N(N=C2C2=CC=C(C=C2)NC=2OC1=C(N2)C=C(C=C1C)C)C1CCN(CC1)C(=O)OC(C)(C)C (tert-Butyl 4-(4-amino-3-{4-[(5,7-dimethyl-1,3-benzoxazol-2-yl)amino]phenyl}-1H-pyrazolo[3,4-d]pyrimidin-1-yl)-1-piperidinecarboxylate), Cl (hydrochloric acid). The solvent is CC(=O)C (acetone). Run at temperature 45 celsius, time 2.5 hour. Product: Cl.Cl.NC1=C2C(=NC=N1)N(N=C2C2=CC=C(C=C2)NC=2OC1=C(N2)C=C(C=C1C)C)C1CCNCC1 (N2-{4-[4-Amino-1-(4-piperidyl)-1H-pyrazolo[3,4-d]pyrimidin-3-yl]phenyl}-5,7-dimethyl-1,3-benzoxazol-2-amine Dihydrochloride). RXN SMILES: [NH2:1][C:2]1[N:7]=[CH:6][N:5]=[C:4]2[N:8]([CH:29]3[CH2:34][CH2:33][N:32](C(OC(C)(C)C)=O)[CH2:31][CH2:30]3)[N:9]=[C:10]([C:11]3[CH:16]=[CH:15][C:14]([NH:17][C:18]4[O:19][C:20]5[C:26]([CH3:27])=[CH:25][C:24]([CH3:28])=[CH:23][C:21]=5[N:22]=4)=[CH:13][CH:12]=3)[C:3]=12.[ClH:42]>CC(C)=O>[ClH:42].[ClH:42].[NH2:1][C:2]1[N:7]=[CH:6][N:5]=[C:4]2[N:8]([CH:29]3[CH2:34][CH2:33][NH:32][CH2:31][CH2:30]3)[N:9]=[C:10]([C:11]3[CH:12]=[CH:13][C:14]([NH:17][C:18]4[O:19][C:20]5[C:26]([CH3:27])=[CH:25][C:24]([CH3:28])=[CH:23][C:21]=5[N:22]=4)=[CH:15][CH:16]=3)[C:3]=12 |f:3.4.5|. Procedure details: tert-Butyl 4-(4-amino-3-{4-[(5,7-dimethyl-1,3-benzoxazol-2-yl)amino]phenyl}-1H-pyrazolo[3,4-d]pyrimidin-1-yl)-1-piperidinecarboxylate (142 mg, 0.256 mmol) was dissolved in acetone (7 mL) and 6N aqueous hydrochloric acid (1.4 mL). The reaction was then heated at 45° C. which yielded a precipitate. After 2.5 hours, the precipitate was collected by vacuum filtration, washed with a minimal amount of acetone and dried on the lyophilizer to N2-{4-[4-amino-1-(4-piperidyl)-1H-pyrazolo[3,4-d]pyrimidin-3-... Reactants: C(C1=CC=CC=C1)(=O)OC[C@H]1OC([C@]([C@@]1(C)OC(C)=O)(C)F)N1C2=NC=NC(=C2N=C1)Cl (((2R,3S,4R)-3-acetoxy-5-(6-chloro-9H-purin-9-yl)-4-fluoro-3,4-dimethyl-tetrahydrofuran-2-yl)methyl benzoate), C1(CC1)N (cyclopropylamine), O (water). Run in C(C)O (ethanol). Product: C(C1=CC=CC=C1)(=O)OC[C@H]1OC([C@]([C@@]1(C)OC(C)=O)(C)F)N1C2=NC=NC(=C2N=C1)NC1CC1 (((2R,3S,4R)-3-acetoxy-5-(6-(cyclopropylamino)-9H-purin-9-yl)-4-fluoro-3,4-dimethyl-tetrahydrofuran-2-yl)methyl benzoate). The yield is 62.0%. RXN SMILES: [C:1]([O:9][CH2:10][C@@H:11]1[C@@:15]([O:17][C:18](=[O:20])[CH3:19])([CH3:16])[C@:14]([F:22])([CH3:21])[CH:13]([N:23]2[CH:31]=[N:30][C:29]3[C:24]2=[N:25][CH:26]=[N:27][C:28]=3Cl)[O:12]1)(=[O:8])[C:2]1[CH:7]=[CH:6][CH:5]=[CH:4][CH:3]=1.[CH:33]1([NH2:36])[CH2:35][CH2:34]1.O>C(O)C>[C:1]([O:9][CH2:10][C@@H:11]1[C@@:15]([O:17][C:18](=[O:20])[CH3:19])([CH3:16])[C@:14]([F:22])([CH3:21])[CH:13]([N:23]2[CH:31]=[N:30][C:29]3[C:24]2=[N:25][CH:26]=[N:27][C:28]=3[NH:36][CH:33]2[CH2:35][CH2:34]2)[O:12]1)(=[O:8])[C:2]1[CH:7]=[CH:6][CH:5]=[CH:4][CH:3]=1. Procedure details: To a stirred solution of ((2R,3S,4R)-3-acetoxy-5-(6-chloro-9H-purin-9-yl)-4-fluoro-3,4-dimethyl-tetrahydrofuran-2-yl)methyl benzoate (about 0.2 g, 0.43 mmol) in ethanol (about 5 ml) was added cyclopropylamine (about 0.296 ml, 5.19 mmol) and refluxed for about 30 minutes. Completion of the reaction monitored by thin-layer chromatography, water added to the reaction mixture and the aqueous layer was extracted with ethyl acetate and the combined organic layers were washed with brine and dried over ... Reactants: Cc1nc(Br)sc1C(=O)O, CCN(C(C)C)C(C)C, NCc1ccccc1, C1CCOC1, On1nnc2ccccc21. Product: Cc1nc(Br)sc1C(=O)NCc1ccccc1. RXN SMILES: [Br:1][c:2]1[s:3][c:4]([C:8](=[O:9])[OH:10])[c:5]([CH3:7])[n:6]1.[CH:11]([N:12]([CH2:13][CH3:14])[CH:15]([CH3:16])[CH3:17])([CH3:18])[CH3:19].[NH2:30][CH2:31][c:32]1[cH:33][cH:34][cH:35][cH:36][cH:37]1.[O:38]1[CH2:39][CH2:40][CH2:41][CH2:42]1.[OH:20][n:21]1[c:22]2[cH:23][cH:24][cH:25][cH:26][c:27]2[n:28][n:29]1>>[Br:1][c:2]1[s:3][c:4]([C:8](=[O:10])[NH:30][CH2:31][c:32]2[cH:33][cH:34][cH:35][cH:36][cH:37]2)[c:5]([CH3:7])[n:6]1.